This data is from the Open Reaction Database (ORD), a public repository of structured organic reaction records. The task is: describe an organic reaction: reactants, conditions, products, and yield The reactants are O=C([O-])O, O=C(Cl)C=Cc1ccccc1, Cl, [Na+], O=C(O)CO, c1ccncc1. The product is O=C(O)COC(=O)C=Cc1ccccc1. RXN SMILES: [C:24](=[O:25])([OH:26])[O-:27].[C:6]([CH:7]=[CH:8][c:9]1[cH:10][cH:11][cH:12][cH:13][cH:14]1)(=[O:15])[Cl:16].[ClH:17].[Na+:28].[OH:1][CH2:2][C:3]([OH:4])=[O:5].[cH:18]1[cH:19][cH:20][n:21][cH:22][cH:23]1>>[O:1]([CH2:2][C:3]([OH:4])=[O:5])[C:6]([CH:7]=[CH:8][c:9]1[cH:10][cH:11][cH:12][cH:13][cH:14]1)=[O:15].